Dataset: the Open Reaction Database (ORD), a public repository of structured organic reaction records. Task: describe an organic reaction: reactants, conditions, products, and yield Reactants: C(C)(C)NC([C@H](NC(=O)OCC1=CC=CC=C1)C)=O (N-Benzyloxycarbonyl-D-alanine isopropyl amide), [H][H] (hydrogen). Reagents/catalysts: [Pd] (Pd/C). Solvent: CO (MeOH). The product is C(C)(C)NC([C@H](N)C)=O (D-Alanine Isopropyl Amide). RXN SMILES: [CH:1]([NH:4][C:5](=[O:19])[C@@H:6]([CH3:18])[NH:7]C(OCC1C=CC=CC=1)=O)([CH3:3])[CH3:2].[H][H]>CO.[Pd]>[CH:1]([NH:4][C:5](=[O:19])[C@@H:6]([CH3:18])[NH2:7])([CH3:3])[CH3:2]. Procedure details: N-Benzyloxycarbonyl-D-alanine isopropyl amide (1.322 g, 5 mmol) is hydrogenated in 20 mL MeOH over 100 mg 10% Pd/C in a Parr Apparatus at 40 psi and room temperature until no more hydrogen is consumed. The methanolic suspension is filtered through a Celite pad to remove the catalyst and the filtrate is evaporated to dryness. The desired product is purified by conversion into a crystalline amino acid amide salt. Reactants: 12.1, C(C)(C)C=1C=NNC1 (4-isopropylpyrazole), [OH-].[K+] (potassium hydroxide), O (water), 24.6, ClCC(=O)N(C1=C(C=CC=C1C)C)CCl (2-chloro-N-chloromethyl-2',6'-dimethylacetanilide). The reagents and catalysts are [Cl-].C(C)[N+](CC1=CC=CC=C1)(CC)CC (triethylbenzylammonium chloride). Run in C(Cl)(Cl)Cl (chloroform). Run at time 4 hour. The product is 26.2, ClCC(=O)N(C1=C(C=CC=C1C)C)CN1N=CC(=C1)C(C)C (2-chloro-2',6'-dimethyl-N-(4-isopropylpyrazol-1-yl-methyl)-acetanilide). Reaction SMILES: [CH:1]([C:4]1[CH:5]=[N:6][NH:7][CH:8]=1)([CH3:3])[CH3:2].[OH-].[K+].O.[Cl:12][CH2:13][C:14]([N:16]([CH2:25]Cl)[C:17]1[C:22]([CH3:23])=[CH:21][CH:20]=[CH:19][C:18]=1[CH3:24])=[O:15]>[Cl-].C([N+](CC)(CC)CC1C=CC=CC=1)C.C(Cl)(Cl)Cl>[Cl:12][CH2:13][C:14]([N:16]([CH2:25][N:6]1[CH:5]=[C:4]([CH:1]([CH3:3])[CH3:2])[CH:8]=[N:7]1)[C:17]1[C:22]([CH3:23])=[CH:21][CH:20]=[CH:19][C:18]=1[CH3:24])=[O:15] |f:1.2,5.6|. Procedure: A solution of 12.1 parts by weight of 4-isopropylpyrazole and 5.6 parts by weight of potassium hydroxide in 30 parts by volume of water was added at 25° C., with vigorous stirring, to a solution of 24.6 parts by weight of 2-chloro-N-chloromethyl-2',6'-dimethylacetanilide and 0.5 part by weight of triethylbenzylammonium chloride in 100 parts by volume of chloroform and stirring was continued for 4 hours at 25° C. The organic phase was washed with three times 50 parts by volume of water, dried ove...